From a dataset of the Open Reaction Database (ORD), a public repository of structured organic reaction records. describe an organic reaction: reactants, conditions, products, and yield Reactants: FC=1C=C(C=CC1)S(=O)(=O)C=1C=NC2=C(C=CC=C2C1)I (3-(3-fluorophenylsulfonyl)-8-iodoquinoline), [C@@H]12CNC[C@H]2N(C1)C(=O)OC(C)(C)C ((1R,5S)-tert-butyl 3,6-diazabicyclo[3.2.0]heptane-6-carboxylate), tert-butyl-oxycarbonyl, Cl (HCl). The solvent is C(C)(C)O (isopropanol). Product: Cl.FC=1C=C(C=CC1)S(=O)(=O)C=1C=NC2=C(C=CC=C2C1)N1C[C@@H]2C[NH2+][C@@H]2C1 ((1S,5S)-3-(3-(3-fluorophenylsulfonyl)quinolin-8-yl)-3-aza-6-azoniabicyclo[3.2.0]heptane hydrochloride). Reaction SMILES: [F:1][C:2]1[CH:3]=[C:4]([S:8]([C:11]2[CH:12]=[N:13][C:14]3[C:19]([CH:20]=2)=[CH:18][CH:17]=[CH:16][C:15]=3I)(=[O:10])=[O:9])[CH:5]=[CH:6][CH:7]=1.[C@@H:22]12[CH2:28][N:27](C(OC(C)(C)C)=O)[C@@H:26]1[CH2:25][NH:24][CH2:23]2.[ClH:36]>C(O)(C)C>[ClH:36].[F:1][C:2]1[CH:3]=[C:4]([S:8]([C:11]2[CH:12]=[N:13][C:14]3[C:19]([CH:20]=2)=[CH:18][CH:17]=[CH:16][C:15]=3[N:24]2[CH2:25][C@@H:26]3[C@@H:22]([CH2:28][NH2+:27]3)[CH2:23]2)(=[O:10])=[O:9])[CH:5]=[CH:6][CH:7]=1 |f:4.5|. Procedure details: 0.081 g of (1S,5S)-3-(3-(3-fluorophenylsulfonyl)quinolin-8-yl)-3-aza-6-azoniabicyclo[3.2.0]heptane hydrochloride were prepared by analogy to the methods of Examples 27 and 28 by coupling of 3-(3-fluorophenylsulfonyl)-8-iodoquinoline with (1R,5S)-tert-butyl 3,6-diazabicyclo[3.2.0]heptane-6-carboxylate and subsequent deprotection of the tert-butyl-oxycarbonyl derivative with HCl in isopropanol.